Task: describe an organic reaction: reactants, conditions, products, and yield. Dataset: the Open Reaction Database (ORD), a public repository of structured organic reaction records The reactants are C(C)(C)N(CC)C(C)C (diisopropylethylamine), ClC1=CC=C(CNC=2C=C3CN(NC3=CC2)[C@@H]([C@@](CN2N=CN=C2)(O)C2=C(C=C(C=C2)F)F)C)C=C1 ((2R,3R)-3-(5-(4-chlorobenzylamino)-1H-indazol-2-yl)-2-(2,4-difluorophenyl)-1-(1H-1,2,4-triazol-1-yl)butan-2-ol), BrCC (bromoethane). Run in C(C)(=O)OCC (ethyl acetate), CN(C)C=O (N,N′-dimethylformamide). Conditions: time 30 minute. The product is ClC1=CC=C(CN(C=2C=C3CN(NC3=CC2)[C@@H]([C@@](CN2N=CN=C2)(O)C2=C(C=C(C=C2)F)F)C)CC)C=C1 ((2R,3R)-3-(5-((4-chlorobenzyl)(ethyl)amino)-1H-indazol-2-yl)-2-(2,4-difluorophenyl)-1-(1H-1,2,4-triazol-1-yl)butan-2-ol). RXN SMILES: [Cl:1][C:2]1[CH:36]=[CH:35][C:5]([CH2:6][NH:7][C:8]2[CH:9]=[C:10]3[C:14](=[CH:15][CH:16]=2)[NH:13][N:12]([C@H:17]([CH3:34])[C@:18]([C:26]2[CH:31]=[CH:30][C:29]([F:32])=[CH:28][C:27]=2[F:33])([OH:25])[CH2:19][N:20]2[CH:24]=[N:23][CH:22]=[N:21]2)[CH2:11]3)=[CH:4][CH:3]=1.[CH:37](N(C(C)C)CC)(C)[CH3:38].BrCC>CN(C=O)C.C(OCC)(=O)C>[Cl:1][C:2]1[CH:36]=[CH:35][C:5]([CH2:6][N:7]([CH2:37][CH3:38])[C:8]2[CH:9]=[C:10]3[C:14](=[CH:15][CH:16]=2)[NH:13][N:12]([C@H:17]([CH3:34])[C@:18]([C:26]2[CH:31]=[CH:30][C:29]([F:32])=[CH:28][C:27]=2[F:33])([OH:25])[CH2:19][N:20]2[CH:24]=[N:23][CH:22]=[N:21]2)[CH2:11]3)=[CH:4][CH:3]=1. Reported procedure: To a solution of (2R,3R)-3-(5-(4-chlorobenzylamino)-1H-indazol-2-yl)-2-(2,4-difluorophenyl)-1-(1H-1,2,4-triazol-1-yl)butan-2-ol (0.043 g, 0.08 mmol), prepared in Example 244, in N,N′-dimethylformamide (0.5 ml) was added diisopropylethylamine (0.015 ml, 0.08 mmol), followed by stirring for 30 min. The reaction solution was further stirred at 80° C. for 18 hours after the addition of bromoethane (0.019 ml, 0.17 mmol) thereto. The reaction product was diluted with ethyl acetate (10 ml) and washed w... Reactants: CC(=O)c1ccc(Br)s1, CCOC(=O)OCC, C1CCOC1, [H-], [Na+]. Yields the product CCOC(=O)CC(=O)c1ccc(Br)s1. As a reaction SMILES: [Br:1][c:2]1[cH:3][cH:4][c:5]([C:7]([CH3:8])=[O:9])[s:6]1.[C:10]([O:11][CH2:12][CH3:13])([O:14][CH2:16][CH3:17])=[O:15].[CH2:20]1[O:21][CH2:22][CH2:23][CH2:24]1.[H-:18].[Na+:19]>>[Br:1][c:2]1[cH:3][cH:4][c:5]([C:7]([CH2:8][C:10]([O:11][CH2:12][CH3:13])=[O:14])=[O:9])[s:6]1.